This data is from the Open Reaction Database (ORD), a public repository of structured organic reaction records. The task is: describe an organic reaction: reactants, conditions, products, and yield Reactants: C(=O)O.NCCC1=CC=C(NC2CCN(CC2)C(=O)NCC2=C(C=C(C=C2)O[Si](C2=CC=CC=C2)(C2=CC=CC=C2)C(C)(C)C)F)C=C1 (4-[4-(2-Aminoethyl)anilino]-N-(4-{[tert-butyl(diphenyl)silyl]oxy}-2-fluorobenzyl)-1-piperidinecarboxamide formate), C(C)(C)(C)[Si](C1=CC=CC=C1)(C1=CC=CC=C1)OC1=CC=C(C=C1)OCC1OC1 (tert-butyl-(4-oxiranylmethoxy-phenoxy)-diphenyl-silane). Product: FC1=C(CNC(=O)N2CCC(CC2)NC2=CC=C(C=C2)CCNCC(COC2=CC=C(C=C2)O)O)C=CC(=C1)O (4-(4-{2-[2-Hydroxy-3-(4-hydroxy-phenoxy)-propylamino]-ethyl}-phenylamino)-piperidine-1-carboxylic acid 2-fluoro-4-hydroxy-benzylamide). As a reaction SMILES: C(O)=O.[NH2:4][CH2:5][CH2:6][C:7]1[CH:48]=[CH:47][C:10]([NH:11][CH:12]2[CH2:17][CH2:16][N:15]([C:18]([NH:20][CH2:21][C:22]3[CH:27]=[CH:26][C:25]([O:28][Si](C(C)(C)C)(C4C=CC=CC=4)C4C=CC=CC=4)=[CH:24][C:23]=3[F:46])=[O:19])[CH2:14][CH2:13]2)=[CH:9][CH:8]=1.C([Si]([O:66][C:67]1[CH:72]=[CH:71][C:70]([O:73][CH2:74][CH:75]2[CH2:77][O:76]2)=[CH:69][CH:68]=1)(C1C=CC=CC=1)C1C=CC=CC=1)(C)(C)C>>[F:46][C:23]1[CH:24]=[C:25]([OH:28])[CH:26]=[CH:27][C:22]=1[CH2:21][NH:20][C:18]([N:15]1[CH2:16][CH2:17][CH:12]([NH:11][C:10]2[CH:47]=[CH:48][C:7]([CH2:6][CH2:5][NH:4][CH2:77][CH:75]([OH:76])[CH2:74][O:73][C:70]3[CH:71]=[CH:72][C:67]([OH:66])=[CH:68][CH:69]=3)=[CH:8][CH:9]=2)[CH2:13][CH2:14]1)=[O:19] |f:0.1|. Reported procedure: 4-[4-(2-Aminoethyl)anilino]-N-(4-{[tert-butyl(diphenyl)silyl]oxy}-2-fluorobenzyl)-1-piperidinecarboxamide formate (0.855 g, 1.3 mmol) was reacted with tert-butyl-(4-oxiranylmethoxy-phenoxy)-diphenyl-silane according to Procedure G to give the title compound (0.24 g, 0.2 mmol). The reactants are C(C)[SiH](CC)CC (triethylsilane), COC(C1=CC=C(C=C1)S(=O)(=O)N1C=C(C2=CC=CC=C12)C1(CCOCC1)O)=O (4-[3-(4-hydroxy-tetrahydro-pyran-4-yl)-indole-1-sulfonyl]-benzoic acid methyl ester), FC(C(=O)O)(F)F (trifluoroacetic acid). The solvent is C(Cl)Cl (methylene chloride). Reaction conditions: time 1 hour. The product is COC(C1=CC=C(C=C1)S(=O)(=O)N1C=C(C2=CC=CC=C12)C1CCOCC1)=O (4-[3-(Tetrahydro-pyran-4-yl)-indole-1-sulfonyl]-benzoic acid methyl ester). RXN SMILES: [CH3:1][O:2][C:3](=[O:29])[C:4]1[CH:9]=[CH:8][C:7]([S:10]([N:13]2[C:21]3[C:16](=[CH:17][CH:18]=[CH:19][CH:20]=3)[C:15]([C:22]3(O)[CH2:27][CH2:26][O:25][CH2:24][CH2:23]3)=[CH:14]2)(=[O:12])=[O:11])=[CH:6][CH:5]=1.C([SiH](CC)CC)C.FC(F)(F)C(O)=O>C(Cl)Cl>[CH3:1][O:2][C:3](=[O:29])[C:4]1[CH:9]=[CH:8][C:7]([S:10]([N:13]2[C:21]3[C:16](=[CH:17][CH:18]=[CH:19][CH:20]=3)[C:15]([CH:22]3[CH2:27][CH2:26][O:25][CH2:24][CH2:23]3)=[CH:14]2)(=[O:11])=[O:12])=[CH:6][CH:5]=1. Procedure: Add to a solution of 4-[3-(4-hydroxy-tetrahydro-pyran-4-yl)-indole-1-sulfonyl]-benzoic acid methyl ester (20.0 g, 48.19 mmol) in anhydrous methylene chloride (500 mL) at room temperature, triethylsilane (20.0 mL, 125.19 mmol) and trifluoroacetic acid (61.5 mL, 798.2 mmol). Stir the resulting solution for 1 h, concentrate, and obtain the oil and partition between ethyl acetate (500 mL) and saturated sodium bicarbonate (500 mL). Dry the organic layer over sodium sulfate, filter through a silica ge... The reactants are O=C1N(CCC1)C1=C(C=CC=C1)C(C(=CC(=O)O)C)=O (4-((2-Oxo-pyrrolidin-1-yl)-phenyl)-4-oxo-3-methyl-2-butenoic acid). The reagents and catalysts are [Zn] (zinc). The solvent is O (water), C(C)(=O)O (acetic acid). The product is O=C1N(CCC1)C1=C(C=CC=C1)C(C(CC(=O)O)C)=O (4-((2-Oxo-pyrrolidin-1-yl)-phenyl)-4-oxo-3-methyl-butyric acid). RXN SMILES: [O:1]=[C:2]1[CH2:6][CH2:5][CH2:4][N:3]1[C:7]1[CH:12]=[CH:11][CH:10]=[CH:9][C:8]=1[C:13](=[O:20])[C:14]([CH3:19])=[CH:15][C:16]([OH:18])=[O:17]>O.C(O)(=O)C.[Zn]>[O:1]=[C:2]1[CH2:6][CH2:5][CH2:4][N:3]1[C:7]1[CH:12]=[CH:11][CH:10]=[CH:9][C:8]=1[C:13](=[O:20])[CH:14]([CH3:19])[CH2:15][C:16]([OH:18])=[O:17]. Reported procedure: 27.3 g (0.1 mole) of the compound obtained in Example 1 are dissolved in 200 ml of water and 15 ml of acetic acid. After addition of 15 g (0.23 mole) of zinc dust, the mixture is heated under reflux for 30 minutes and filtered. The aqueous phase is rendered alkaline and extracted, the extract is acidified and the resulting oil is separated off. Reactants: [N+](=O)([O-])C=1C=C(C=CC1[N+](=O)[O-])NC(=O)C=1C=NC(=NC1)N1CCCC1 (N-(3,4-dinitrophenyl)-2-(pyrrolidin-1-yl)pyrimidine-5-carboxamide), OCCOC1=CC=C(C=O)C=C1 (4-(2-hydroxyethoxy)benzaldehyde). Yields the product OCCOC1=CC=C(C=C1)C1=NC2=C(N1)C=CC(=C2)NC(=O)C=2C=NC(=NC2)N2CCCC2 (N-(2-(4-(2-hydroxyethoxy)phenyl)-1H-benzo[d]imidazol-5-yl)-2-(pyrrolidin-1-yl)pyrimidine-5-carboxamide). RXN SMILES: [N+:1]([C:4]1[CH:5]=[C:6]([NH:13][C:14]([C:16]2[CH:17]=[N:18][C:19]([N:22]3[CH2:26][CH2:25][CH2:24][CH2:23]3)=[N:20][CH:21]=2)=[O:15])[CH:7]=[CH:8][C:9]=1[N+:10]([O-])=O)([O-])=O.[OH:27][CH2:28][CH2:29][O:30][C:31]1[CH:38]=[CH:37][C:34]([CH:35]=O)=[CH:33][CH:32]=1>>[OH:27][CH2:28][CH2:29][O:30][C:31]1[CH:38]=[CH:37][C:34]([C:35]2[NH:10][C:9]3[CH:8]=[CH:7][C:6]([NH:13][C:14]([C:16]4[CH:17]=[N:18][C:19]([N:22]5[CH2:26][CH2:25][CH2:24][CH2:23]5)=[N:20][CH:21]=4)=[O:15])=[CH:5][C:4]=3[N:1]=2)=[CH:33][CH:32]=1. Procedure details: Compound 243 was prepared according to the procedure similar to that described in Scheme III from N-(3,4-dinitrophenyl)-2-(pyrrolidin-1-yl)pyrimidine-5-carboxamide and 4-(2-hydroxyethoxy)benzaldehyde. [M+H]+ calcd for C24H24N6O3: 445.20; found: 444.87. Reactants: CCOC(=O)c1ccc2[nH]c(C(=O)OCC)cc2c1, CI, [H-], [Na+], CN(C)C=O. Product: CCOC(=O)c1ccc2c(c1)cc(C(=O)OCC)n2C. As a reaction SMILES: [CH2:3]([CH3:4])[O:5][C:6](=[O:7])[c:8]1[nH:9][c:10]2[cH:11][cH:12][c:13]([C:17](=[O:18])[O:19][CH2:20][CH3:21])[cH:14][c:15]2[cH:16]1.[CH3:22][I:23].[H-:1].[Na+:2].[O:24]=[CH:25][N:26]([CH3:27])[CH3:28]>>[CH2:3]([CH3:4])[O:5][C:6](=[O:7])[c:8]1[n:9]([CH3:22])[c:10]2[cH:11][cH:12][c:13]([C:17](=[O:18])[O:19][CH2:20][CH3:21])[cH:14][c:15]2[cH:16]1. Reactants: N(CC(=O)NCC(=O)N[C@@H](C)C(=O)N1[C@H](C(=O)OCC2=CC=CC=C2)CCC1)C(=O)OC(C)(C)C (Boc-Gly-Gly-Ala-Pro-OBzl). The reagents and catalysts are [Pd] (Palladium on activated charcoal). Solvent: C(C)(=O)O (acetic acid). Conditions: time 6 hour. The product is N(CC(=O)NCC(=O)N[C@@H](C)C(=O)N1[C@H](C(=O)O)CCC1)C(=O)OC(C)(C)C (Boc-Gly-Gly-Ala-Pro-OH). As a reaction SMILES: [NH:1]([C:29]([O:31][C:32]([CH3:35])([CH3:34])[CH3:33])=[O:30])[CH2:2][C:3]([NH:5][CH2:6][C:7]([NH:9][C@H:10]([C:12]([N:14]1[CH2:28][CH2:27][CH2:26][C@H:15]1[C:16]([O:18]CC1C=CC=CC=1)=[O:17])=[O:13])[CH3:11])=[O:8])=[O:4]>C(O)(=O)C.[Pd]>[NH:1]([C:29]([O:31][C:32]([CH3:33])([CH3:35])[CH3:34])=[O:30])[CH2:2][C:3]([NH:5][CH2:6][C:7]([NH:9][C@H:10]([C:12]([N:14]1[CH2:28][CH2:27][CH2:26][C@H:15]1[C:16]([OH:18])=[O:17])=[O:13])[CH3:11])=[O:8])=[O:4]. Procedure: Boc-Gly-Gly-Ala-Pro-OBzl (30.0 g, 0.061 mole) was dissolved in glacial acetic acid (300 mL) and 3.0 g of 10% Palladium on activated charcoal was added. This mixture was hydrogenated at 40 psi for 6 h. The reaction mixture was filtered through celite and the solvent was removed in vacuum. The resulting residue was triturated with ether, faltered, washed with ether, and dried to obtain Boc-Gly-Gly-Ala-Pro-OH. Reactants: BrC=1C(=C(C(=NC1)N)[N+](=O)[O-])N1CCN(CC1)CC1=CC=C(C=C1)Cl (5-bromo-4-(4-(4-chlorobenzyl)piperazin-1-yl)-3-nitropyridin-2-amine), CN(C1=CC=C(C=O)C=C1)C (4-dimethylaminobenzaldehyde), [O-]S(=O)S(=O)[O-].[Na+].[Na+] (Na2S2O4). The solvent is C(C)O (ethanol). Run at temperature 70 celsius. Yields the product BrC=1C(=C2C(=NC1)NC(=N2)C2=CC=C(N(C)C)C=C2)N2CCN(CC2)CC2=CC=C(C=C2)Cl (4-(6-Bromo-7-(4-(4-chlorobenzyl)piperazin-1-yl)-3H-imidazo[4,5-b]pyridin-2-yl)-N,N-dimethylaniline). As a reaction SMILES: [Br:1][C:2]1[C:3]([N:12]2[CH2:17][CH2:16][N:15]([CH2:18][C:19]3[CH:24]=[CH:23][C:22]([Cl:25])=[CH:21][CH:20]=3)[CH2:14][CH2:13]2)=[C:4]([N+:9]([O-])=O)[C:5]([NH2:8])=[N:6][CH:7]=1.[CH3:26][N:27]([CH3:36])[C:28]1[CH:35]=[CH:34][C:31]([CH:32]=O)=[CH:30][CH:29]=1.[O-]S(S([O-])=O)=O.[Na+].[Na+]>C(O)C>[Br:1][C:2]1[C:3]([N:12]2[CH2:17][CH2:16][N:15]([CH2:18][C:19]3[CH:24]=[CH:23][C:22]([Cl:25])=[CH:21][CH:20]=3)[CH2:14][CH2:13]2)=[C:4]2[N:9]=[C:32]([C:31]3[CH:34]=[CH:35][C:28]([N:27]([CH3:36])[CH3:26])=[CH:29][CH:30]=3)[NH:8][C:5]2=[N:6][CH:7]=1 |f:2.3.4|. Reported procedure: To a mixture of 5-bromo-4-(4-(4-chlorobenzyl)piperazin-1-yl)-3-nitropyridin-2-amine (0.047 g, 0.11 mmol), ethanol (8 ml), and 4-dimethylaminobenzaldehyde (0.021 g, 0.14 mmol) was added a freshly prepared aqueous solution of Na2S2O4 (1M; 0.44 ml, 0.44 mmol). The reaction mixture was heated at 70° C. for 3.5 h, then allowed to cool to room temperature and the solvents were removed in vacuo. The residue was absorbed on silica gel and the free running powder was placed on a 10 g isolute silica colum... The reactants are C1(=CC(=CC=C1)C=1C(C(=C(C1C1=CC=C(C=C1)Cl)C1=CC=C(C=C1)Cl)C=1C=C(C=CC1)C1=CC=CC=C1)=O)C1=CC=CC=C1 (2,5-Di([1,1′-biphenyl]-3-yl)-3,4-bis(4-chlorophenyl)cyclopenta-2,4-dienone), C(CCCCCCCCCCC)C1=CC=C(C=C1)C#CC1=CC=C(C=C1)CCCCCCCCCCCC (4,4′-didodecyltolane). Run in C1(=CC=CC=C1)OC1=CC=CC=C1 (diphenyl ether), C1(OCC(C)O1)=O (propylene carbonate), CCCCCC (hexane). Yields the product ClC1=CC=C(C=C1)C1=C(C(=C(C(=C1C=1C=C(C=CC1)C1=CC=CC=C1)C1=CC=C(C=C1)CCCCCCCCCCCC)C1=CC=C(C=C1)CCCCCCCCCCCC)C=1C=C(C=CC1)C1=CC=CC=C1)C1=CC=C(C=C1)Cl (1,2-Bis(4-chlorophenyl)-3,6-bis(biphenyl-3-yl)-4,5-bis(4-dodecylphenyl)benzene), oil. Isolated yield 56.0%. As a reaction SMILES: [C:1]1([C:39]2[CH:44]=[CH:43][CH:42]=[CH:41][CH:40]=2)[CH:6]=[CH:5][CH:4]=[C:3]([C:7]2C(=O)[C:9]([C:26]3[CH:27]=[C:28]([C:32]4[CH:37]=[CH:36][CH:35]=[CH:34][CH:33]=4)[CH:29]=[CH:30][CH:31]=3)=[C:10]([C:19]3[CH:24]=[CH:23][C:22]([Cl:25])=[CH:21][CH:20]=3)[C:11]=2[C:12]2[CH:17]=[CH:16][C:15]([Cl:18])=[CH:14][CH:13]=2)[CH:2]=1.[CH2:45]([C:57]1[CH:62]=[CH:61][C:60]([C:63]#[C:64][C:65]2[CH:70]=[CH:69][C:68]([CH2:71][CH2:72][CH2:73][CH2:74][CH2:75][CH2:76][CH2:77][CH2:78][CH2:79][CH2:80][CH2:81][CH3:82])=[CH:67][CH:66]=2)=[CH:59][CH:58]=1)[CH2:46][CH2:47][CH2:48][CH2:49][CH2:50][CH2:51][CH2:52][CH2:53][CH2:54][CH2:55][CH3:56]>C1(OC2C=CC=CC=2)C=CC=CC=1.C1(=O)OC(C)CO1.CCCCCC>[Cl:18][C:15]1[CH:16]=[CH:17][C:12]([C:11]2[C:7]([C:3]3[CH:2]=[C:1]([C:39]4[CH:44]=[CH:43][CH:42]=[CH:41][CH:40]=4)[CH:6]=[CH:5][CH:4]=3)=[C:64]([C:65]3[CH:70]=[CH:69][C:68]([CH2:71][CH2:72][CH2:73][CH2:74][CH2:75][CH2:76][CH2:77][CH2:78][CH2:79][CH2:80][CH2:81][CH3:82])=[CH:67][CH:66]=3)[C:63]([C:60]3[CH:59]=[CH:58][C:57]([CH2:45][CH2:46][CH2:47][CH2:48][CH2:49][CH2:50][CH2:51][CH2:52][CH2:53][CH2:54][CH2:55][CH3:56])=[CH:62][CH:61]=3)=[C:9]([C:26]3[CH:27]=[C:28]([C:32]4[CH:33]=[CH:34][CH:35]=[CH:36][CH:37]=4)[CH:29]=[CH:30][CH:31]=3)[C:10]=2[C:19]2[CH:20]=[CH:21][C:22]([Cl:25])=[CH:23][CH:24]=2)=[CH:13][CH:14]=1. Procedure: A degassed solution of 1.84 g of 2,5-di([1,1′-biphenyl]-3-yl)-3,4-bis(4-chlorophenyl)cyclopenta-2,4-dienone (8b, 3.03 mmol) and 1.72 g of 4,4′-didodecyltolane (3.34 mmol) in 12 ml of diphenyl ether and 5 ml of propylene carbonate was heated to 230° C. in a microwave reactor at power 300 watts and a maximum pressure of 7 bar for 2×12 h. After cooling to room temperature, the reaction solution was diluted with hexane and purified by column chromatography (silica, hexane with 6% ethyl acetate). Aft... Starting materials: CC(C)O, Nc1ccc(OCc2ccccc2F)c(Cl)c1, Cc1csc2ncnc(Cl)c12. The product is Cl, Cc1csc2ncnc(Nc3ccc(OCc4ccccc4F)c(Cl)c3)c12. As a reaction SMILES: [CH3:29][CH:30]([OH:31])[CH3:32].[Cl:12][c:13]1[cH:14][c:15]([NH2:16])[cH:17][cH:18][c:19]1[O:20][CH2:21][c:22]1[c:23]([F:28])[cH:24][cH:25][cH:26][cH:27]1.[Cl:1][c:2]1[c:3]2[c:4]([n:5][cH:6][n:7]1)[s:8][cH:9][c:10]2[CH3:11]>>[ClH:1].[c:2]1([NH:16][c:15]2[cH:14][c:13]([Cl:12])[c:19]([O:20][CH2:21][c:22]3[c:23]([F:28])[cH:24][cH:25][cH:26][cH:27]3)[cH:18][cH:17]2)[c:3]2[c:4]([n:5][cH:6][n:7]1)[s:8][cH:9][c:10]2[CH3:11]. The reactants are N1C(=O)NC(=O)C(C)=C1 (thymine), NC1=NC(=C2NC=NC2=N1)N (2,6-diaminopurine), 5-alkyluracil, N1=CN=C2N=CNC2=C1N (adenine), N1C(=O)NC(=O)C=C1 (uracil), 5-halocytosine, N1C(=O)NC(=O)C(C)=C1 (thymine), 5-alkylcytosine, N1C(=O)N=C(N)C=C1 (cytosine), N1=CN=C2N=CNC2=C1N (adenine), 5-halouracil, N1C(=O)N=C(N)C=C1 (cytosine), N1C(N)=NC=2N=CNC2C1=O (guanine), N1C(=O)NC(=O)C=C1 (uracil), N1C(N)=NC=2N=CNC2C1=O (guanine). The product is C(#CC)C=1C(NC(NC1)=O)=O (5-propynyluracil). RXN SMILES: [NH:1]1[CH:9]=[C:7]([CH3:8])[C:5](=[O:6])[NH:4][C:2]1=[O:3].N1C(N)=[C:17]2[C:13](N=CN2)=NC=1.N1C=CC(=O)NC1=O.N1C(=O)C2NC=NC=2N=C1N.N1C=CC(N)=NC1=O.NC1N=C2C(NC=N2)=C(N)N=1>>[C:8]([C:7]1[C:5](=[O:6])[NH:4][C:2](=[O:3])[NH:1][CH:9]=1)#[C:13][CH3:17]. Procedure details: wherein T7 and T8 are each independently O or S and T9 is H, amino, hydroxy, Cl, or Br. 8) B is thymine, adenine, uracil, a 5-halouracil, a 5-alkyluracil, guanine, cytosine, a 5-halocytosine, a 5-alkylcytosine, or 2,6-diaminopurine. 9) B is guanine, cytosine, uracil, or thymine. 10) B is adenine.